This data is from the Open Reaction Database (ORD), a public repository of structured organic reaction records. The task is: describe an organic reaction: reactants, conditions, products, and yield The reactants are Cl (HCl), COC(=O)[C@@H]1[C@@H](C(N1)=O)N (cis-3-amino-2-oxoazetidine-4-carboxylic acid methyl ester), ClCC(=O)Cl (chloroacetyl chloride), C(O)(=O)OC(C(O)C1=CC=CC=C1)=O (mandelic-carbonic anhydride). The solvent is C(C)(=O)OCC (ethyl acetate), CN(C(C)=O)C (N,N-dimethylacetamide). Run at time 30 minute. Yields the product COC(=O)[C@@H]1[C@@H](C(N1)=O)NC(C(C1=CC=CC=C1)OC(CCl)=O)=O (cis-3-(2-chloroacetyloxy-2-phenylacetamido)-2-oxoazetidine-4-carboxylic acid methyl ester). RXN SMILES: [CH3:1][O:2][C:3]([C@H:5]1[NH:8][C:7](=[O:9])[C@H:6]1[NH2:10])=[O:4].C(O[C:15](=[O:24])[CH:16]([C:18]1[CH:23]=[CH:22][CH:21]=[CH:20][CH:19]=1)[OH:17])(=O)O.[Cl:25][CH2:26][C:27](Cl)=[O:28].Cl>CN(C)C(=O)C.C(OCC)(=O)C>[CH3:1][O:2][C:3]([C@H:5]1[NH:8][C:7](=[O:9])[C@H:6]1[NH:10][C:15](=[O:24])[CH:16]([O:17][C:27](=[O:28])[CH2:26][Cl:25])[C:18]1[CH:19]=[CH:20][CH:21]=[CH:22][CH:23]=1)=[O:4]. Procedure details: To a solution of 288 mg of cis-3-amino-2-oxoazetidine-4-carboxylic acid methyl ester in 2 ml of N,N-dimethylacetamide, which is stirred under ice-cooling beforehand, is added 534 mg of mandelic-carbonic anhydride, followed by stirring at room temperature for 30 minutes. The mixture is stirred beforehand under ice-cooling, to which is added dropwise 1.05 ml of chloroacetyl chloride, followed by stirring at room temperature for 3 hours. The reaction mixture is shaken with 100 ml of ethyl acetate a... Reactants: CC#N, COC(C)(C)C, CC(C)(O)c1ccc(C(F)(F)F)nc1, N, O, O=S(=O)(O)O. Product: CC(=O)NC(C)(C)c1ccc(C(F)(F)F)nc1. Reaction SMILES: [CH3:1][C:2]#[N:3].[CH3:24][O:25][C:26]([CH3:27])([CH3:28])[CH3:29].[F:4][C:5]([c:6]1[cH:7][cH:8][c:9]([C:12]([CH3:13])([CH3:14])[OH:15])[cH:10][n:11]1)([F:16])[F:17].[NH3:23].[OH2:30].[S:18]([OH:19])(=[O:20])(=[O:21])[OH:22]>>[CH3:1][C:2]([NH:3][C:12]([c:9]1[cH:8][cH:7][c:6]([C:5]([F:4])([F:16])[F:17])[n:11][cH:10]1)([CH3:13])[CH3:14])=[O:19]. Reaction SMILES: [CH:1]1([CH2:4][O:5][CH2:6][CH2:7][C:8]2[CH:18]=[CH:17][C:11]([O:12][CH2:13][CH:14]3[O:16][CH2:15]3)=[CH:10][CH:9]=2)[CH2:3][CH2:2]1.[CH:19]([NH2:22])([CH3:21])[CH3:20]>>[CH3:20][CH:19]([NH:22][CH2:15][CH:14]([OH:16])[CH2:13][O:12][C:11]1[CH:10]=[CH:9][C:8]([CH2:7][CH2:6][O:5][CH2:4][CH:1]2[CH2:3][CH2:2]2)=[CH:18][CH:17]=1)[CH3:21]. Yields the product CC(C)NCC(COC=1C=CC(=CC1)CCOCC2CC2)O (Betaxolol). Starting materials: C1(CC1)COCCC1=CC=C(OCC2CO2)C=C1 (1-{4-[2-(Cyclopropylmethoxy)ethyl]phenoxy}-2,3-epoxypropane), C(C)(C)N (isopropylamine). Reported procedure: reacting 1-{4-[2-(Cyclopropylmethoxy)ethyl]phenoxy}-2,3-epoxypropane with isopropylamine to produce Betaxolol. The reactants are ClCCCC=O (4-chloro-butyraldehyde), C([O-])(O)=O.[Na+] (sodium bicarbonate), ClC1=C(NC2=C(C=NC=3C=C4C(=CC23)OCCN4)C#N)C=CC(=C1)Cl (9-(2,4-dichloroanilino)-3,4-dihydro-2H-[1,4]oxazino[2,3-g]quinoline-8-carbonitrile), [BH4-].[Na+] (sodium borohydride). Solvent: O1CCCC1 (tetrahydrofuran), FC(C(=O)O)(F)F (trifluoroacetic acid), CN(C=O)C (N,N-dimethylformamide). Reaction conditions: time 1.5 hour. The product is ClCCCCN1CCOC2=CC=3C(=C(C=NC3C=C21)C#N)NC2=C(C=C(C=C2)Cl)Cl (4-(4-Chlorobutyl)-9-(2,4-dichloroanilino)-3,4-dihydo-2H-[1,4]oxazino[2,3-g]quinoline-8-carbonitrile). Isolated yield 52.9%. Reaction SMILES: [Cl:1][C:2]1[CH:24]=[C:23]([Cl:25])[CH:22]=[CH:21][C:3]=1[NH:4][C:5]1[C:14]2[CH:13]=[C:12]3[O:15][CH2:16][CH2:17][NH:18][C:11]3=[CH:10][C:9]=2[N:8]=[CH:7][C:6]=1[C:19]#[N:20].[Cl:26][CH2:27][CH2:28][CH2:29][CH:30]=O.[BH4-].[Na+].C(=O)(O)[O-].[Na+]>CN(C)C=O.O1CCCC1.FC(F)(F)C(O)=O>[Cl:26][CH2:27][CH2:28][CH2:29][CH2:30][N:18]1[C:11]2[C:12](=[CH:13][C:14]3[C:5]([NH:4][C:3]4[CH:21]=[CH:22][C:23]([Cl:25])=[CH:24][C:2]=4[Cl:1])=[C:6]([C:19]#[N:20])[CH:7]=[N:8][C:9]=3[CH:10]=2)[O:15][CH2:16][CH2:17]1 |f:2.3,4.5|. Procedure details: An amount of 100 mg (0.27 mmol) of 9-(2,4-dichloroanilino)-3,4-dihydro-2H-[1,4]oxazino[2,3-g]quinoline-8-carbonitrile, was stirred in N,N-dimethylformamide (2 mL), and to this was added a solution of 4-chloro-butyraldehyde (719 mg, 6.8 mmol) in tetrahydrofuran (2 mL) and trifluoroacetic acid (1.4 mL). The reaction mixture was stirred at room temperature, and to this was added sodium borohydride (128 mg, 3.4 mmol) portionwise, in 1.5 hours. The mixture was stirred for 16 hours, basified with satu...